This data is from the Open Reaction Database (ORD), a public repository of structured organic reaction records. The task is: describe an organic reaction: reactants, conditions, products, and yield Starting materials: Br, CC(=O)O, COc1cccc(Oc2ccccc2)c1. Yields the product Oc1cccc(Oc2ccccc2)c1. RXN SMILES: [BrH:16].[CH3:17][C:18](=[O:19])[OH:20].[O:1]([c:2]1[cH:3][cH:4][cH:5][cH:6][cH:7]1)[c:8]1[cH:9][c:10]([O:14][CH3:15])[cH:11][cH:12][cH:13]1>>[O:1]([c:2]1[cH:3][cH:4][cH:5][cH:6][cH:7]1)[c:8]1[cH:9][c:10]([OH:14])[cH:11][cH:12][cH:13]1. Starting materials: CO, O=C(O)Cc1ccc(-n2nc(-c3ccsc3)cc2NC(=O)Nc2cccc(Cl)c2Cl)cc1, ClCCl, CN(C)C=O, O. The product is COC(=O)Cc1ccc(-n2nc(-c3ccsc3)cc2NC(=O)Nc2cccc(Cl)c2Cl)cc1. Reaction SMILES: [CH3:33][OH:34].[Cl:1][c:2]1[c:3]([NH:9][C:10]([NH:11][c:12]2[cH:13][c:14](-[c:27]3[cH:28][s:29][cH:30][cH:31]3)[n:15][n:16]2-[c:17]2[cH:18][cH:19][c:20]([CH2:23][C:24](=[O:25])[OH:26])[cH:21][cH:22]2)=[O:32])[cH:4][cH:5][cH:6][c:7]1[Cl:8].[Cl:36][CH2:37][Cl:38].[O:39]=[CH:40][N:41]([CH3:42])[CH3:43].[OH2:35]>>[Cl:1][c:2]1[c:3]([NH:9][C:10]([NH:11][c:12]2[cH:13][c:14](-[c:27]3[cH:28][s:29][cH:30][cH:31]3)[n:15][n:16]2-[c:17]2[cH:18][cH:19][c:20]([CH2:23][C:24](=[O:25])[O:26][CH3:37])[cH:21][cH:22]2)=[O:32])[cH:4][cH:5][cH:6][c:7]1[Cl:8].